Dataset: the Open Reaction Database (ORD), a public repository of structured organic reaction records. Task: describe an organic reaction: reactants, conditions, products, and yield Starting materials: N1=CC=CC2=C1OC1=C(NC2)C=CC=C1 (6H-pyrido[2,3-b][1,5]benzoxazepine), FC(C1=C(C(=O)Cl)C=CC(=C1)F)(F)F (2-trifluoromethyl-4-fluorobenzoyl chloride), FC1=CC(=C(C=C1)C(=O)N1CC2=C(OC3=C1C=CC=C3)N=CC=C2)C(F)(F)F ((4-fluoro-2-trifluoromethyl-phenyl)-(11H-5-oxa-4,10-diaza-dibenzo[a,d]cyclohepten-10-yl)-methanone), [Na] (sodium), CC1=NNC=C1 (3-methylpyrazole). Yields the product CC1=NN(C=C1)C1=CC(=C(C=C1)C(=O)N1CC2=C(OC3=C1C=CC=C3)N=CC=C2)C(F)(F)F ([4-(3-Methyl-pyrazol-1-yl)-2-trifluoromethyl-phenyl]-(11H-5-oxa-4,10-diaza-dibenzo[a,d]cyclohepten-10-yl)-methanone). Reaction SMILES: N1C2OC3C=CC=CC=3NCC=2C=CC=1.FC(F)(F)C1C=C(F)C=CC=1C(Cl)=O.F[C:31]1[CH:36]=[CH:35][C:34]([C:37]([N:39]2[C:45]3[CH:46]=[CH:47][CH:48]=[CH:49][C:44]=3[O:43][C:42]3[N:50]=[CH:51][CH:52]=[CH:53][C:41]=3[CH2:40]2)=[O:38])=[C:33]([C:54]([F:57])([F:56])[F:55])[CH:32]=1.[Na].[CH3:59][C:60]1[CH:64]=[CH:63][NH:62][N:61]=1>>[CH3:59][C:60]1[CH:64]=[CH:63][N:62]([C:31]2[CH:36]=[CH:35][C:34]([C:37]([N:39]3[C:45]4[CH:46]=[CH:47][CH:48]=[CH:49][C:44]=4[O:43][C:42]4[N:50]=[CH:51][CH:52]=[CH:53][C:41]=4[CH2:40]3)=[O:38])=[C:33]([C:54]([F:57])([F:55])[F:56])[CH:32]=2)[N:61]=1 |^1:57|. Reported procedure: The title compound may be prepared in a manner analogous to that of the 2-chloro analog of Example 16, by reacting 6H-pyrido[2,3-b][1,5]benzoxazepine of Example 16, Step A with 2-trifluoromethyl-4-fluorobenzoyl chloride of Example 4, Step A. Subsequent reaction of the intermediate (4-fluoro-2-trifluoromethyl-phenyl)-(11H-5-oxa-4,10-diaza-dibenzo[a,d]cyclohepten-10-yl)-methanone with the sodium salt of 3-methylpyrazole in a manner analogous to that of Example 16, Step C will provide the title com...